From a dataset of the Open Reaction Database (ORD), a public repository of structured organic reaction records. describe an organic reaction: reactants, conditions, products, and yield Reactants: ClCC1=NCCN1, Cc1cccc(N)c1Cl, Cl. Product: Cc1cccc(NCC2=NCCN2)c1Cl. Reaction SMILES: [Cl:2][CH2:3][C:4]1=[N:8][CH2:7][CH2:6][NH:5]1.[Cl:9][c:10]1[c:11]([NH2:12])[cH:13][cH:14][cH:15][c:16]1[CH3:17].[ClH:1]>>[CH2:3]([C:4]1=[N:8][CH2:7][CH2:6][NH:5]1)[NH:12][c:11]1[c:10]([Cl:9])[c:16]([CH3:17])[cH:15][cH:14][cH:13]1. Reactants: C([O-])([O-])=O.[Na+].[Na+] (sodium carbonate), ClC=1CC2=C(C(=O)OC2=O)CC1 (4-chloro-3,6-dihydrophthalic anhydride), ClN1C(CCC1=O)=O (N-chlorosuccinimide), C1=CC=NC=C1.F (pyridinium poly(hydrogen fluoride)). The solvent is C(Cl)Cl (methylene chloride), C(Cl)Cl (methylene chloride). Conditions: time 2 hour. The product is ClC1(CC2=C(C(=O)OC2=O)CC1Cl)F (4,5-Dichloro-4-fluoro-3,4,5,6-tetrahydrophthalic anhydride). As a reaction SMILES: [Cl:1][C:2]1[CH2:3][C:4]2[C:9](=[O:10])[O:8][C:6](=[O:7])[C:5]=2[CH2:11][CH:12]=1.[Cl:13]N1C(=O)CCC1=O.C1C=CN=CC=1.[FH:27].C(=O)([O-])[O-].[Na+].[Na+]>C(Cl)Cl>[Cl:1][C:2]1([F:27])[CH:12]([Cl:13])[CH2:11][C:5]2[C:6]([O:8][C:9](=[O:10])[C:4]=2[CH2:3]1)=[O:7] |f:2.3,4.5.6|. Reported procedure: 4-chloro-3,6-dihydrophthalic anhydride (0.63 g) and N-chlorosuccinimide (0.47 g) in methylene chloride (6.2 ml) was added to pyridinium poly(hydrogen fluoride) at room temperature. The reaction mixture was stirred for 2 hours and then carefully poured into a two phase system containing solid sodium carbonate and methylene chloride. The suspension was filtered, the methylene chloride layer was dried over magnesium sulfate and the solvent removed under reduced pressure. Reagents/catalysts: CCN=P(N=P(N(C)C)(N(C)C)N(C)C)(N(C)C)N(C)C (P2-Et), CC(C)c1cc(C(C)C)c(-c2ccccc2[PH](C(C)(C)C)(C(C)(C)C)[Pd]2(OS(C)(=O)=O)Nc3ccccc3-c3ccccc32)c(C(C)C)c1 (tBuXphos G3). Run at time 22 hour. Product: CCN1C(=O)N(CCO)c2nc(N[C@@H]3CCC[C@H]3O)n(Cc4ccc(OC)c(c4)c5ccc(O)cc5C)c2C1=O, CCN1C(=O)N(CCO)c2nc(N[C@@H]3CCC[C@H]3O)n(Cc4ccc(OC)c(Br)c4)c2C1=O, c1ccc(-c2ccccc2)cc1. Starting materials: CCN1C(=O)N(CCO)c2nc(N[C@@H]3CCC[C@H]3O)n(Cc4ccc(OC)c(Br)c4)c2C1=O, Cc1cc(O)ccc1B2OC(C)(C)C(C)(C)O2. The solvent is CS(C)=O (DMSO), O (water), CS(C)=O (DMSO), CS(C)=O (DMSO), CS(C)=O (DMSO). Reactants: FC1=CC2=C(C(CCO2)O)C=C1 (3,4-dihydro-7-fluoro-4-hydroxy-2H-1-benzopyran), OC1=CCOC2=C1C=CC=C2 (4-hydroxybenzopyran), C1(=CC=C(C=C1)S(=O)(=O)O)C (p-toluenesulfonic acid). The product is FC1=CC2=C(C=CCO2)C=C1 (7-fluoro-2H-1-benzopyran). As a reaction SMILES: [F:1][C:2]1[CH:12]=[CH:11][C:5]2[CH:6](O)[CH2:7][CH2:8][O:9][C:4]=2[CH:3]=1.OC1C2C=CC=CC=2OCC=1.C1(C)C=CC(S(O)(=O)=O)=CC=1>>[F:1][C:2]1[CH:12]=[CH:11][C:5]2[CH:6]=[CH:7][CH2:8][O:9][C:4]=2[CH:3]=1. Procedure: Schema 5 illustrates the synthesis of an amino substituted 3,4-dihydro-2H-1-benzopyran, for example, 8-amino-5-chloro-3,4-dihydro-7-fluoro-2H-1-benzopyran, starting with the reaction of an appropriately halo-substituted phenol with 3-bromopropanol under basic conditions in acetone, yielding the corresponding substituted phenoxypropanol (XI). The propanol is oxidized with Jones reagent in water and acetone, giving an acid, for example, 3-(3-fluorophenoxy)propanecarboxylic acid (XII). The acid is ...